From a dataset of the Open Reaction Database (ORD), a public repository of structured organic reaction records. describe an organic reaction: reactants, conditions, products, and yield Reactants: CCO, Cc1nc(Cl)c2nc(-c3ccccc3)cc-2[nH]1, Nc1ccccc1. Product: Cl, Cc1nc(Nc2ccccc2)c2nc(-c3ccccc3)cc-2[nH]1. Reaction SMILES: [CH3:25][CH2:26][OH:27].[Cl:1][c:2]1[c:3]2[n:11][c:10](-[c:12]3[cH:13][cH:14][cH:15][cH:16][cH:17]3)[cH:9][c:4]-2[nH:5][c:6]([CH3:8])[n:7]1.[NH2:18][c:19]1[cH:20][cH:21][cH:22][cH:23][cH:24]1>>[ClH:1].[c:2]1([NH:18][c:19]2[cH:20][cH:21][cH:22][cH:23][cH:24]2)[c:3]2[n:11][c:10](-[c:12]3[cH:13][cH:14][cH:15][cH:16][cH:17]3)[cH:9][c:4]-2[nH:5][c:6]([CH3:8])[n:7]1. Starting materials: N1=CC=CC=C1 (pyridine), Cl.NO (hydroxylamine hydrochloride), C(=O)C=1C=C(C=CC1)NC(NCC(=O)N(C1=CC=CC=C1)CC(=O)N(C1=CC=CC=C1)C)=O (2-{2-[3-(3-formylphenyl)ureido]-N-phenylacetamido}-N-methyl-N-phenylacetamide). Run in O (water), CO (methanol). Yields the product O\N=C\C=1C=C(C=CC1)NC(NCC(=O)N(C1=CC=CC=C1)CC(=O)N(C1=CC=CC=C1)C)=O ((E)-2-{2-[3-(3-hydroxyiminomethylphenyl)ureido]-N-phenylacetamido}-N-methyl-N-phenylacetamide). Isolated yield 48.4%. As a reaction SMILES: N1C=CC=CC=1.Cl.[NH2:8][OH:9].[CH:10]([C:12]1[CH:13]=[C:14]([NH:18][C:19](=[O:42])[NH:20][CH2:21][C:22]([N:24]([CH2:31][C:32]([N:34]([CH3:41])[C:35]2[CH:40]=[CH:39][CH:38]=[CH:37][CH:36]=2)=[O:33])[C:25]2[CH:30]=[CH:29][CH:28]=[CH:27][CH:26]=2)=[O:23])[CH:15]=[CH:16][CH:17]=1)=O>O.CO>[OH:9]/[N:8]=[CH:10]/[C:12]1[CH:13]=[C:14]([NH:18][C:19](=[O:42])[NH:20][CH2:21][C:22]([N:24]([CH2:31][C:32]([N:34]([CH3:41])[C:35]2[CH:36]=[CH:37][CH:38]=[CH:39][CH:40]=2)=[O:33])[C:25]2[CH:26]=[CH:27][CH:28]=[CH:29][CH:30]=2)=[O:23])[CH:15]=[CH:16][CH:17]=1 |f:1.2|. Procedure: 0.18 g of pyridine and then 0.17 g of hydroxylamine hydrochloride in solution in 3 cm3 of water are added to a solution of 1 g of 2-{2-[3-(3-formylphenyl)ureido]-N-phenylacetamido}-N-methyl-N-phenylacetamide in 6 cm3 of methanol. The mixture is heated under reflux for 3 hours. After cooling, the insoluble product is separated off by filtration, washed with 3 times 3 cm3 of water and air-dried. After recrystallization from a dimethylformamide/water mixture (50/50 by volume), 0.5 g of (E)-2-{2-[3-... Starting materials: CC(C)O, Clc1ncnc2scc(-c3ccc4ccc(-c5ccccc5)nc4c3)c12, N. Product: Nc1ncnc2scc(-c3ccc4ccc(-c5ccccc5)nc4c3)c12. Reaction SMILES: [CH:28]([OH:29])([CH3:30])[CH3:31].[Cl:1][c:2]1[c:3]2[c:4]([n:5][cH:6][n:7]1)[s:8][cH:9][c:10]2-[c:11]1[cH:12][cH:13][c:14]2[cH:15][cH:16][c:17](-[c:21]3[cH:22][cH:23][cH:24][cH:25][cH:26]3)[n:18][c:19]2[cH:20]1.[NH3:27]>>[c:2]1([NH2:27])[c:3]2[c:4]([n:5][cH:6][n:7]1)[s:8][cH:9][c:10]2-[c:11]1[cH:12][cH:13][c:14]2[cH:15][cH:16][c:17](-[c:21]3[cH:22][cH:23][cH:24][cH:25][cH:26]3)[n:18][c:19]2[cH:20]1. Reactants: C(N)(OC1=NC=CC=N1)=O (pyrimidinyl carbamate), ClC(C(=N)N)(Cl)Cl (trichloroacetamidine), C(CC(=O)C)(=O)[O-] (acetoacetate). The product is OC1=NC(=NC=C1)C(Cl)(Cl)Cl (4-hydroxy-2-trichloromethylpyrimidine). Reaction SMILES: C(=O)(OC1N=CC=CN=1)N.[Cl:11][C:12]([Cl:17])([Cl:16])[C:13]([NH2:15])=[NH:14].[C:18]([O-])(=O)[CH2:19][C:20](C)=[O:21]>>[OH:21][C:20]1[CH:19]=[CH:18][N:15]=[C:13]([C:12]([Cl:17])([Cl:16])[Cl:11])[N:14]=1. Procedure: The pyrimidinyl carbamate compounds of the present invention may be prepared by reacting trichloroacetamidine with the corresponding acetoacetate to form the corresponding 4-hydroxy-2-trichloromethylpyrimidine, which is then reacted with a selected carbamoyl chloride. These general reactions are illustrated below in equations (A) and (B). In equation (A), trichloroacetamidine is reacted with methylacetoacetate to form 4-hydroxy-6-methyl-2-trichloromethylpyrimidine. In equation (B), the 4-hydroxy... Reactants: S(=O)(Cl)Cl (thionyl chloride), FC1=CC=C(C=C1)CCC(=O)O (3-(para-Fluorophenyl)propionic acid), C1(=CC=CC=C1)C (toluene). The solvent is C(Cl)Cl (methylene chloride). Conditions: time 24 hour. Product: FC1=CC=C(C=C1)CCC(=O)Cl (3-(para-Fluorophenyl)propionyl chloride). The yield is 86.8%. As a reaction SMILES: [F:1][C:2]1[CH:7]=[CH:6][C:5]([CH2:8][CH2:9][C:10]([OH:12])=O)=[CH:4][CH:3]=1.S(Cl)([Cl:15])=O.C1(C)C=CC=CC=1>C(Cl)Cl>[F:1][C:2]1[CH:7]=[CH:6][C:5]([CH2:8][CH2:9][C:10]([Cl:15])=[O:12])=[CH:4][CH:3]=1. Procedure: 3-(para-Fluorophenyl)propionic acid (25.00 g, 150.0 mmol, 1 eq.) was dissolved in methylene chloride (100 mL) at 25° C. under N2 and thionyl chloride (54.2 mL, 740.0 mmol, 5 eq.) added dropwise via an addition funnel. Worked up after 24 hours by stripping off the solvent then rerotovaping 2 times from toluene (25 mL) to obtain 24.3 g of a yellow oil.